describe an organic reaction: reactants, conditions, products, and yield From a dataset of the Open Reaction Database (ORD), a public repository of structured organic reaction records. Starting materials: NCCOC1=C2C(=NC=NC2=CC=C1)NC1=CC(=C(C=C1)O)Cl (4-{[5-(2-aminoethoxy)quinazolin-4-yl]amino}-2-chlorophenol), Cl.ClCC=1N=CSC1 (4-(chloromethyl)-1,3-thiazole hydrochloride). Yields the product NCCOC1=C2C(=NC=NC2=CC=C1)NC1=CC(=C(C=C1)OCC=1N=CSC1)Cl (5-(2-aminoethoxy)-N-[3-chloro-4-(1,3-thiazol-4-ylmethoxy)phenyl]quinazolin-4-amine). Yield: 91.0%. Reaction SMILES: [NH2:1][CH2:2][CH2:3][O:4][C:5]1[CH:14]=[CH:13][CH:12]=[C:11]2[C:6]=1[C:7]([NH:15][C:16]1[CH:21]=[CH:20][C:19]([OH:22])=[C:18]([Cl:23])[CH:17]=1)=[N:8][CH:9]=[N:10]2.Cl.Cl[CH2:26][C:27]1[N:28]=[CH:29][S:30][CH:31]=1>>[NH2:1][CH2:2][CH2:3][O:4][C:5]1[CH:14]=[CH:13][CH:12]=[C:11]2[C:6]=1[C:7]([NH:15][C:16]1[CH:21]=[CH:20][C:19]([O:22][CH2:26][C:27]3[N:28]=[CH:29][S:30][CH:31]=3)=[C:18]([Cl:23])[CH:17]=1)=[N:8][CH:9]=[N:10]2 |f:1.2|. Procedure details: The procedure described in Example 65 (preparation of starting materials) was repeated using 4-{[5-(2-aminoethoxy)quinazolin-4-yl]amino}-2-chlorophenol and 4-(chloromethyl)-1,3-thiazole hydrochloride to give 5-(2-aminoethoxy)-N-[3-chloro-4-(1,3-thiazol-4-ylmethoxy)phenyl]quinazolin-4-amine in 91% yield; NMR spectrum (DMSO-d6 400 MHz) 3.02-3.19 (bs, 2H), 4.22-4.36 (m, 2H), 5.33 (s, 2H), 7.14 (d, 1H), 7.27-7.40 (m, 2H), 7.67-7.86 (m, 3H), 8.23 (s, 1H), 8.52 (s, 1H), 9.15 (s, 1H) (3 exchangeables);... Starting materials: BrCCOCCBr (bis-(2-bromoethyl)ether), COC(CCCOC1=CC2=C(C(=CC=C2C=C1)O)C(C)=O)=O (4-[(8-acetyl-7-hydroxy-2-naphthalenyl)oxy]-butanoic acid methyl ester), [H-].[Na+] (sodium hydride). Run in CN(C=O)C (dimethylformamide), CN(C=O)C (dimethylformamide). Run at time 20 minute. Yields the product COC(CCCOC1=CC2=C(C(=CC=C2C=C1)OCCOCCBr)C(C)=O)=O (4-[[8-acetyl-7-[2-(2-bromoethoxy)ethoxy]-2-naphthalenyl]oxy]butanoic acid methyl ester). Yield: 50.4%. RXN SMILES: [CH3:1][O:2][C:3](=[O:22])[CH2:4][CH2:5][CH2:6][O:7][C:8]1[CH:17]=[CH:16][C:15]2[C:10](=[C:11]([C:19](=[O:21])[CH3:20])[C:12]([OH:18])=[CH:13][CH:14]=2)[CH:9]=1.[H-].[Na+].[Br:25][CH2:26][CH2:27][O:28][CH2:29][CH2:30]Br>CN(C)C=O>[CH3:1][O:2][C:3](=[O:22])[CH2:4][CH2:5][CH2:6][O:7][C:8]1[CH:17]=[CH:16][C:15]2[C:10](=[C:11]([C:19](=[O:21])[CH3:20])[C:12]([O:18][CH2:30][CH2:29][O:28][CH2:27][CH2:26][Br:25])=[CH:13][CH:14]=2)[CH:9]=1 |f:1.2|. Procedure details: Under an argon atmosphere, 2 g (0.007 mol) of 4-[(8-acetyl-7-hydroxy-2-naphthalenyl)oxy]-butanoic acid methyl ester in 5 ml of anhydrous dimethylformamide was added to a suspension of 0.29 g of sodium hydride in 25 ml of anhydrous dimethylformamide. The mixture was stirred at room temperature for 20 minutes and then 7.7 g of bis-(2-bromoethyl)ether was added and the mixture was stirred at room temperature for 20 hours. The solvent was removed and residual oil was purified by high pressure liquid... The reactants are C(C1=CC=CC=C1)OC1=CC=C(CCl)C=C1 (4-benzyloxybenzyl chloride), [Cl-].N (ammonia chloride), C[Si](C)(C)C#C (trimethylsilylacetylene), C(C)[Mg]Br (ethyl magnesium bromide). The reagents and catalysts are [Cu]Br (copper(I) bromide). Run in C1CCOC1 (THF). Conditions: temperature 65 celsius, time 40 minute. The product is C(C1=CC=CC=C1)OC1=CC=C(C=C1)CC#C[Si](C)(C)C ((3-(4-Benzyloxy-phenyl)-prop-1-ynyl)-trimethyl-silane). Reaction SMILES: [CH3:1][Si:2]([C:5]#[CH:6])([CH3:4])[CH3:3].C([Mg]Br)C.[CH2:11]([O:18][C:19]1[CH:26]=[CH:25][C:22]([CH2:23]Cl)=[CH:21][CH:20]=1)[C:12]1[CH:17]=[CH:16][CH:15]=[CH:14][CH:13]=1.[Cl-].N>[Cu]Br.C1COCC1>[CH2:11]([O:18][C:19]1[CH:20]=[CH:21][C:22]([CH2:23][C:6]#[C:5][Si:2]([CH3:4])([CH3:3])[CH3:1])=[CH:25][CH:26]=1)[C:12]1[CH:13]=[CH:14][CH:15]=[CH:16][CH:17]=1 |f:3.4|. Procedure details: To a solution of THF (20 mL) and trimethylsilylacetylene (850 μL) was added ethyl magnesium bromide (3M diethyl ether solution, 1.9 mL) at room temperature under a nitrogen atmosphere, which was stirred for 40 minutes at 65° C. The reaction solution was cooled to room temperature, after which copper(I) bromide (310 mg) and 4-benzyloxybenzyl chloride (81.0 g) were added to the reaction solution, which was stirred for 8 hours and 45 minutes at 65° C. A saturated aqueous ammonia chloride solution w... Reactants: ClC1=CC=C(C=C1)S(=O)(=O)N[C@H]1[C@H](CCCC1)C(=O)N ((1S,2R)-2-(4-chlorobenzenesulfonylamino)-cyclohexanecarboxylic acid amide), BrCC1=CC=C(C=C1)C(C)(C)C (1-bromomethyl-4-tert-butyl-benzene). Product: C(C)(C)(C)C1=CC=C(CN([C@H]2[C@H](CCCC2)C(=O)N)S(=O)(=O)C2=CC=C(C=C2)Cl)C=C1 ((1S,2R)-2-[(4-tert-Butyl-benzyl)-(4-chlorobenzenesulfonyl)-amino]-cyclohexanecarboxylic acid amide). Isolated yield 69.0%. As a reaction SMILES: [Cl:1][C:2]1[CH:7]=[CH:6][C:5]([S:8]([NH:11][C@@H:12]2[CH2:17][CH2:16][CH2:15][CH2:14][C@@H:13]2[C:18]([NH2:20])=[O:19])(=[O:10])=[O:9])=[CH:4][CH:3]=1.Br[CH2:22][C:23]1[CH:28]=[CH:27][C:26]([C:29]([CH3:32])([CH3:31])[CH3:30])=[CH:25][CH:24]=1>>[C:29]([C:26]1[CH:25]=[CH:24][C:23]([CH2:22][N:11]([S:8]([C:5]2[CH:6]=[CH:7][C:2]([Cl:1])=[CH:3][CH:4]=2)(=[O:9])=[O:10])[C@@H:12]2[CH2:17][CH2:16][CH2:15][CH2:14][C@@H:13]2[C:18]([NH2:20])=[O:19])=[CH:28][CH:27]=1)([CH3:32])([CH3:30])[CH3:31]. Procedure: The titled compound was prepared in 69% yield from (1S,2R)-2-(4-chlorobenzenesulfonylamino)-cyclohexanecarboxylic acid amide (75 mg, 0.237 mmol) and 1-bromomethyl-4-tert-butyl-benzene (57 mg, 0.249 mmol) according to the procedure described for Example 3: 1H NMR (500 Mz, DMSO) δ 7.58 (d, 2 H, J=8.9), 7.48 (d, 2 H, J=8.6), 7.38 (br s, 1 H), 7.18 (d, 2 H, J=8.2), 7.09 (d, 2 H, J=8.2), 6.76 (br, s, 1 H), 4.53 (ABq, 2 H, Δv=39.4, Jab=16.2), 3. 95 (dt, 1 H, Jd=12.8, Jt=4.0), 2.80 (m, 1 H), 1.79 (m, 1... Reactants: N1C(N)=NC=2N=CNC2C1=O (guanine), (NH4)2SO4, C(C1=CC=CC=C1)(C1=CC=CC=C1)(C1=CC=CC=C1)Cl (Trityl chloride). Yield: 71.8%. Reported procedure: Freshly activated guanine (0.45 g, 3 mmol) and (NH4)2SO4 (60 mg) were stirred in HMDS (50 mL) under reflux for 24 h to give a clear solution. Volatiles were evaporated in vacuo, and the residue was dissolved in dried CH3CN (50 mL). Trityl chloride (3.5 g, 12.6 mmol) was added, and the solution was stirred under reflux for 48 h. Volatiles were evaporated in vacuo, and the residue was dissolved in CH2Cl2 (10 mL). NH3/H2O (28-30%, 30 mL) was added, and precipitation was observed immediately. The mi... Product: C(C1=CC=CC=C1)(C1=CC=CC=C1)(C1=CC=CC=C1)NC=1NC(C=2N=CN(C2N1)C(C1=CC=CC=C1)(C1=CC=CC=C1)C1=CC=CC=C1)=O (2-N,9-bistritylguanine). The solvent is C[Si](C)(C)N[Si](C)(C)C (HMDS). As a reaction SMILES: [NH:1]1[C:10](=[O:11])[C:9]2[NH:8][CH:7]=[N:6][C:5]=2[N:4]=[C:2]1[NH2:3].[C:12](Cl)([C:25]1[CH:30]=[CH:29][CH:28]=[CH:27][CH:26]=1)([C:19]1[CH:24]=[CH:23][CH:22]=[CH:21][CH:20]=1)[C:13]1[CH:18]=[CH:17][CH:16]=[CH:15][CH:14]=1>C[Si](N[Si](C)(C)C)(C)C>[C:12]([NH:3][C:2]1[NH:1][C:10](=[O:11])[C:9]2[N:8]=[CH:7][N:6]([C:12]([C:13]3[CH:18]=[CH:17][CH:16]=[CH:15][CH:14]=3)([C:25]3[CH:26]=[CH:27][CH:28]=[CH:29][CH:30]=3)[C:19]3[CH:20]=[CH:21][CH:22]=[CH:23][CH:24]=3)[C:5]=2[N:4]=1)([C:25]1[CH:30]=[CH:29][CH:28]=[CH:27][CH:26]=1)([C:19]1[CH:24]=[CH:23][CH:22]=[CH:21][CH:20]=1)[C:13]1[CH:18]=[CH:17][CH:16]=[CH:15][CH:14]=1. Reactants: Cc1cc(N)n[nH]1, CCN(C(C)C)C(C)C, Fc1ccc(C(F)(F)c2nc(Cl)c3ccc(F)cc3n2)cc1, [I-], [K+], CN(C)C=O, O. Yields the product Cc1cc(Nc2nc(C(F)(F)c3ccc(F)cc3)nc3cc(F)ccc23)n[nH]1. RXN SMILES: [CH3:34][c:35]1[cH:36][c:37]([NH2:40])[n:38][nH:39]1.[CH:25]([N:26]([CH2:27][CH3:28])[CH:29]([CH3:30])[CH3:31])([CH3:32])[CH3:33].[Cl:1][c:2]1[n:3][c:4]([C:13]([c:14]2[cH:15][cH:16][c:17]([F:20])[cH:18][cH:19]2)([F:21])[F:22])[n:5][c:6]2[cH:7][c:8]([F:12])[cH:9][cH:10][c:11]12.[I-:24].[K+:23].[O:41]=[CH:42][N:43]([CH3:44])[CH3:45].[OH2:46]>>[c:2]1([NH:40][c:37]2[cH:36][c:35]([CH3:34])[nH:39][n:38]2)[n:3][c:4]([C:13]([c:14]2[cH:15][cH:16][c:17]([F:20])[cH:18][cH:19]2)([F:21])[F:22])[n:5][c:6]2[cH:7][c:8]([F:12])[cH:9][cH:10][c:11]12. Reactants: Cc1ccccc1, O=Cc1cccc(Cl)c1F, CC(C)(CCO[Si](C)(C)C(C)(C)C)CC(CN)C1C(=O)Nc2cc(Cl)ccc21, O, Cc1ccc(S(=O)(=O)O)cc1. The product is CC(C)(CCO[Si](C)(C)C(C)(C)C)CC1CNC(c2cccc(Cl)c2F)C12C(=O)Nc1cc(Cl)ccc12. As a reaction SMILES: [CH3:51][c:52]1[cH:53][cH:54][cH:55][cH:56][cH:57]1.[Cl:29][c:30]1[c:31]([F:38])[c:32]([CH:33]=[O:34])[cH:35][cH:36][cH:37]1.[NH2:1][CH2:2][CH:3]([CH2:4][C:5]([CH2:6][CH2:7][O:8][Si:9]([CH3:10])([CH3:11])[C:12]([CH3:13])([CH3:14])[CH3:15])([CH3:16])[CH3:17])[CH:18]1[C:19](=[O:28])[NH:20][c:21]2[cH:22][c:23]([Cl:27])[cH:24][cH:25][c:26]21.[OH2:39].[c:40]1([CH3:41])[cH:42][cH:43][c:44]([S:45]([OH:46])(=[O:47])=[O:48])[cH:49][cH:50]1>>[NH:1]1[CH2:2][CH:3]([CH2:4][C:5]([CH2:6][CH2:7][O:8][Si:9]([CH3:10])([CH3:11])[C:12]([CH3:13])([CH3:14])[CH3:15])([CH3:16])[CH3:17])[C:18]2([C:19](=[O:28])[NH:20][c:21]3[cH:22][c:23]([Cl:27])[cH:24][cH:25][c:26]32)[CH:33]1[c:32]1[c:31]([F:38])[c:30]([Cl:29])[cH:37][cH:36][cH:35]1. Reactants: COc1ccc(-c2sc(NC(C)=O)nc2C)cc1, CCO, [Na+], [OH-], O. The product is COc1ccc(-c2sc(N)nc2C)cc1. RXN SMILES: [CH3:1][O:2][c:3]1[cH:4][cH:5][c:6](-[c:9]2[c:10]([CH3:18])[n:11][c:12]([NH:14][C:15](=[O:16])[CH3:17])[s:13]2)[cH:7][cH:8]1.[CH3:22][CH2:23][OH:24].[Na+:20].[OH-:19].[OH2:21]>>[CH3:1][O:2][c:3]1[cH:4][cH:5][c:6](-[c:9]2[c:10]([CH3:18])[n:11][c:12]([NH2:14])[s:13]2)[cH:7][cH:8]1. Starting materials: CN(C)S(=O)(=O)c1ccc(B(O)O)cc1, Cc1ncc(NC(=O)C2(c3ccc4c(c3)OCO4)CC2)cc1Br, Cc1ncc(NC(=O)C2(c3ccc4c(c3)OCO4)CC2)cc1-c1ccccc1. Product: Cc1ncc(NC(=O)C2(c3ccc4c(c3)OCO4)CC2)cc1-c1ccc(S(=O)(=O)N(C)C)cc1. Reaction SMILES: [CH3:1][N:2]([S:3](=[O:4])(=[O:5])[c:6]1[cH:7][cH:8][c:9]([B:12]([OH:13])[OH:14])[cH:10][cH:11]1)[CH3:15].[O:16]1[CH2:17][O:18][c:19]2[c:20]1[cH:21][cH:22][c:23]([C:25]1([C:28](=[O:29])[NH:30][c:31]3[cH:32][n:33][c:34]([CH3:38])[c:35]([Br:37])[cH:36]3)[CH2:26][CH2:27]1)[cH:24]2.[O:39]1[c:40]2[cH:41][cH:42][c:43]([C:44]3([C:45]([NH:46][c:47]4[cH:48][n:49][c:50]([CH3:51])[c:52](-[c:53]5[cH:54][cH:55][cH:56][cH:57][cH:58]5)[cH:59]4)=[O:60])[CH2:61][CH2:62]3)[cH:63][c:64]2[O:65][CH2:66]1>>[CH3:1][N:2]([S:3](=[O:4])(=[O:5])[c:6]1[cH:7][cH:8][c:9](-[c:35]2[c:34]([CH3:38])[n:33][cH:32][c:31]([NH:30][C:28]([C:25]3([c:23]4[cH:22][cH:21][c:20]5[c:19]([cH:24]4)[O:18][CH2:17][O:16]5)[CH2:26][CH2:27]3)=[O:29])[cH:36]2)[cH:10][cH:11]1)[CH3:15]. Reported procedure: 0.86 mL (5.05 mmol) ethyldiiopropylamine are added to a solution of 600 mg (2.53 mmol) 5-bromo-2-chloro-3-nitropyridine and 0.32 mL (2.53 mmol) 1-(2-aminoethyl)-pyrrolidine in 3 mL n-butanol. The reaction is heated to 50° C. and stirred for one hour at this temperature. The solvent is eliminated i.vac. and the residue is combined with 40 mL water and acidified with 1 M HCl. The aqueous phase is extracted with 20 mL EtOAc and the aqueous phase is then made alkaline with saturated K2CO3 solution. ... Run in C(CCC)O (n-butanol). Starting materials: Cl (HCl), BrC=1C=C(C(=NC1)Cl)[N+](=O)[O-] (5-bromo-2-chloro-3-nitropyridine), NCCN1CCCC1 (1-(2-aminoethyl)-pyrrolidine), O (water). Reaction SMILES: [Br:1][C:2]1[CH:3]=[C:4]([N+:9]([O-:11])=[O:10])[C:5](Cl)=[N:6][CH:7]=1.[NH2:12][CH2:13][CH2:14][N:15]1[CH2:19][CH2:18][CH2:17][CH2:16]1.O.Cl>C(O)CCC>[Br:1][C:2]1[CH:3]=[C:4]([N+:9]([O-:11])=[O:10])[C:5]([NH:12][CH2:13][CH2:14][N:15]2[CH2:19][CH2:18][CH2:17][CH2:16]2)=[N:6][CH:7]=1. Yields the product BrC=1C=C(C(=NC1)NCCN1CCCC1)[N+](=O)[O-] ((5-bromo-3-nitro-pyridin-2-yl)-(2-pyrrolidin-1-yl-ethyl)-amine). Run at temperature 50 celsius, time 1 hour.